Dataset: the Open Reaction Database (ORD), a public repository of structured organic reaction records. Task: describe an organic reaction: reactants, conditions, products, and yield Starting materials: N([C@@H](CC(N)=O)C(=O)N[C@@H](CSCNC(=O)C)C(=O)N1[C@H](C(=O)O)CCC1)C(=O)OC(C)(C)C (Boc-Asn-Cys(Acm)-Pro-OH), N([C@@H](CSCNC(=O)C)C(=O)N1[C@H](C(=O)O)CCC1)C(=O)OC(C)(C)C (Boc-Cys(Acm)-Pro-OH), Cl.CC(=O)O (HCl HOAc). Run in CN(C)C=O (DMF). The product is N[C@@H](CSCNC(=O)C)C(=O)N1[C@H](C(=O)O)CCC1.Cl (H-Cys(Acm)-Pro-OH.HCl). As a reaction SMILES: N(C(OC(C)(C)C)=O)[C@H](C([NH:9][C@H:10]([C:18]([N:20]1[CH2:27][CH2:26][CH2:25][C@H:21]1[C:22]([OH:24])=[O:23])=[O:19])[CH2:11][S:12][CH2:13][NH:14][C:15]([CH3:17])=[O:16])=O)CC(=O)N.N(C(OC(C)(C)C)=O)[C@H](C(N1CCC[C@H]1C(O)=O)=O)CSCNC(C)=O.[ClH:61].CC(O)=O>CN(C=O)C>[NH2:9][C@H:10]([C:18]([N:20]1[CH2:27][CH2:26][CH2:25][C@H:21]1[C:22]([OH:24])=[O:23])=[O:19])[CH2:11][S:12][CH2:13][NH:14][C:15]([CH3:17])=[O:16].[ClH:61] |f:2.3,5.6|. Reported procedure: Boc-Asn-Cys(Acm)-Pro-OH (XIII) is obtained by deblocking XII in HCl/HOAc att room temperature, dissolving the thus obtained raw H-Cys(Acm)-Pro-OH.HCl in DMF and neutralizing it with Et3N, and adding Boc-Asn-ONp (Novabiochem, Laufelingen, CH) at -5° C. while keeping pH neutral. XIII is isolated in 81% yield. [α]D20 =-77.1° (1 g/100 ml DMF). The tetrapeptide derivative X is prepared from XIII and Boc-Gln-ONp (Novabiochem, Laufelingen, CH) in a way corresponding to the preparation of XIII from XII ... Reactants: CCCC(C)CC(CC(=O)OC(C)(C)C)C(=O)N1C(=O)OC(c2ccccc2)C1C, C1CCOC1, CCCCCC, [Li+], [Na+], [Na+], [Na+], [OH-], O, OO, O=S([O-])O, O=S([O-])[O-]. Product: CCCC(C)CC(CC(=O)OC(C)(C)C)C(=O)O. RXN SMILES: [C:1]([CH3:2])([CH3:3])([CH3:4])[O:5][C:6]([CH2:7][CH:8]([CH2:9][CH:10]([CH2:11][CH2:12][CH3:13])[CH3:14])[C:15](=[O:16])[N:17]1[CH:18]([CH3:19])[CH:20]([c:21]2[cH:22][cH:23][cH:24][cH:25][cH:26]2)[O:27][C:28]1=[O:29])=[O:30].[CH2:47]1[O:48][CH2:49][CH2:50][CH2:51]1.[CH3:52][CH2:53][CH2:54][CH2:55][CH2:56][CH3:57].[Li+:32].[Na+:39].[Na+:44].[Na+:45].[OH-:31].[OH2:46].[OH:33][OH:34].[S:35]([O-:36])(=[O:37])[OH:38].[S:40]([O-:41])([O-:42])=[O:43]>>[C:1]([CH3:2])([CH3:3])([CH3:4])[O:5][C:6]([CH2:7][CH:8]([CH2:9][CH:10]([CH2:11][CH2:12][CH3:13])[CH3:14])[C:15]([OH:16])=[O:36])=[O:30].